This data is from the Open Reaction Database (ORD), a public repository of structured organic reaction records. The task is: describe an organic reaction: reactants, conditions, products, and yield The reactants are C(C)(C)(C)OC(=O)NCC1=CC=C(C=C1)CO (4-[N-(tert-butoxycarbonyl)aminomethyl]-1-phenylmethanol), CS(=O)(=O)Cl (methanesulfonyl chloride), C(O)([O-])=O.[Na+] (sodium hydrogen carbonate), S(C)(=O)(=O)[O-] (mesylate), C1(=CC=CC=C1)C1CCNCC1 (4-phenylpiperidine). The solvent is C1CCOC1 (THF), C(C)N(CC)CC (triethylamine), O (water), C(C)O (ethanol), C(C)N(CC)CC (triethylamine). Run at time 1 hour. Yields the product C(C)(C)(C)OC(=O)NCC1=CC=C(CN2CCC(CC2)CC2=CC=CC=C2)C=C1 (1-[4-[N-(tert-butoxycarbonyl)aminomethyl]benzyl]-4-benzylpiperidine). Reaction SMILES: [C:1]([O:5][C:6]([NH:8][CH2:9][C:10]1[CH:15]=[CH:14][C:13]([CH2:16]O)=[CH:12][CH:11]=1)=[O:7])([CH3:4])([CH3:3])[CH3:2].CS(Cl)(=O)=O.C(=O)([O-])O.[Na+].S([O-])(=O)(=O)[CH3:29].[C:33]1([CH:39]2[CH2:44][CH2:43][NH:42][CH2:41][CH2:40]2)[CH:38]=[CH:37][CH:36]=[CH:35][CH:34]=1>C1COCC1.C(O)C.O.C(N(CC)CC)C>[C:1]([O:5][C:6]([NH:8][CH2:9][C:10]1[CH:15]=[CH:14][C:13]([CH2:16][N:42]2[CH2:41][CH2:40][CH:39]([CH2:33][C:38]3[CH:29]=[CH:34][CH:35]=[CH:36][CH:37]=3)[CH2:44][CH2:43]2)=[CH:12][CH:11]=1)=[O:7])([CH3:4])([CH3:3])[CH3:2] |f:2.3|. Reported procedure: To a solution of 5.0 g (21.07 mM) of 4-[N-(tert-butoxycarbonyl)aminomethyl]-1-phenylmethanol and 5.9 ml (42.33 mM) of triethylamine in THF (42 ml) was added 2.5 ml (32.3 mM) of methanesulfonyl chloride at 0° C. and the mixture was stirred at the prevailing temperature for one hour. The reaction was stopped by adding saturated aqueous solution of sodium hydrogen carbonate and the reaction mixture was extracted with ethyl acetate. The organic layer was washed with water and saturated aqueous solut... Reactants: OC1=CC=C(C=C1)B(O)O ((4-hydroxyphenyl)boronic acid), O.O.O.O.O.O.O.O.O.O.C([O-])([O-])=O.[Na+].[Na+] (sodium carbonate decahydrate), BrC=1C=NC(=NC1)C1=CC=C(C=C1)C[C@@H](C(=O)N1C[C@H](CC1)C(=O)OC)NC(=O)C=1SC(=CC1)C(C)(C)C (methyl (S)-1-((S)-3-(4-(5-bromopyrimidin-2-yl)phenyl)-2-(5-(tert-butyl)thiophene-2-carboxamido)propanoyl)pyrrolidine-3-carboxylate), C1CCOC1 (THF). Reagents/catalysts: C1=CC=C(C=C1)P([C-]2C=CC=C2)C3=CC=CC=C3.C1=CC=C(C=C1)P([C-]2C=CC=C2)C3=CC=CC=C3.Cl[Pd]Cl.[Fe+2] (Pd(dppf)Cl2). Solvent: CC#N (CH3CN), O (water). Conditions: temperature 80 celsius. Yields the product C(C)(C)(C)C1=CC=C(S1)C(=O)N[C@H](C(=O)N1C[C@H](CC1)C(=O)OC)CC1=CC=C(C=C1)C1=NC=C(C=N1)C1=CC=C(C=C1)O (methyl (S)-1-((S)-2-(5-(tert-butyl)thiophene-2-carboxamido)-3-(4-(5-(4-hydroxyphenyl)pyrimidin-2-yl)phenyl)propanoyl)pyrrolidine-3-carboxylate). The yield is 76.0%. RXN SMILES: [OH:1][C:2]1[CH:7]=[CH:6][C:5](B(O)O)=[CH:4][CH:3]=1.O.O.O.O.O.O.O.O.O.O.C(=O)([O-])[O-].[Na+].[Na+].Br[C:28]1[CH:29]=[N:30][C:31]([C:34]2[CH:39]=[CH:38][C:37]([CH2:40][C@H:41]([NH:53][C:54]([C:56]3[S:57][C:58]([C:61]([CH3:64])([CH3:63])[CH3:62])=[CH:59][CH:60]=3)=[O:55])[C:42]([N:44]3[CH2:48][CH2:47][C@H:46]([C:49]([O:51][CH3:52])=[O:50])[CH2:45]3)=[O:43])=[CH:36][CH:35]=2)=[N:32][CH:33]=1.C1COCC1>C1C=CC(P(C2C=CC=CC=2)[C-]2C=CC=C2)=CC=1.C1C=CC(P(C2C=CC=CC=2)[C-]2C=CC=C2)=CC=1.Cl[Pd]Cl.[Fe+2].O.CC#N>[C:61]([C:58]1[S:57][C:56]([C:54]([NH:53][C@@H:41]([CH2:40][C:37]2[CH:38]=[CH:39][C:34]([C:31]3[N:30]=[CH:29][C:28]([C:5]4[CH:6]=[CH:7][C:2]([OH:1])=[CH:3][CH:4]=4)=[CH:33][N:32]=3)=[CH:35][CH:36]=2)[C:42]([N:44]2[CH2:48][CH2:47][C@H:46]([C:49]([O:51][CH3:52])=[O:50])[CH2:45]2)=[O:43])=[O:55])=[CH:60][CH:59]=1)([CH3:64])([CH3:62])[CH3:63] |f:1.2.3.4.5.6.7.8.9.10.11.12.13,16.17.18.19|. Reported procedure: To a 10 ml flask were added (4-hydroxyphenyl)boronic acid (60.7 mg, 0.44 mmol), sodium carbonate decahydrate (26.4 mg, 0.44 mmol), methyl (S)-1-((S)-3-(4-(5-bromopyrimidin-2-yl)phenyl)-2-(5-(tert-butyl)thiophene-2-carboxamido)propanoyl)pyrrolidine-3-carboxylate INT-35 (130.0 mg, 0.44 mmol), Pd(dppf)Cl2 (16.09 mg, 0.022 mmol), THF (2.0 mL), CH3CN (2.0 ml) and water (1.0 mL). The solution was degassed using N2 bubbling for 10 min. The reaction mixture was heated to 80° C. for 2 hours. The reaction... Reactants: ON=C(C(=O)OCC)C=1N=C(SC1)N (ethyl 2-hydroxyimino-2-(2-amino-1,3-thiazol-4-yl)acetate), aqueous solution, [OH-].[Na+] (sodium hydroxide), Cl (hydrochloric acid). Reaction conditions: time 2 hour. Product: ON=C(C(=O)O)C=1N=C(SC1)N (2-hydroxyimino-2-(2-amino-1,3-thiazol-4-yl)acetic acid). As a reaction SMILES: [OH:1][N:2]=[C:3]([C:9]1[N:10]=[C:11]([NH2:14])[S:12][CH:13]=1)[C:4]([O:6]CC)=[O:5].[OH-].[Na+].Cl>>[OH:1][N:2]=[C:3]([C:9]1[N:10]=[C:11]([NH2:14])[S:12][CH:13]=1)[C:4]([OH:6])=[O:5] |f:1.2|. Procedure details: A solution of ethyl 2-hydroxyimino-2-(2-amino-1,3-thiazol-4-yl)acetate (a mixture of syn and anti isomers) (1.1 g) in an 1 N aqueous solution of sodium hydroxide (15 ml) was allowed to stand for 2 hours at ambient temperature. The reaction mixture was adjusted to pH 3.5 with 10% hydrochloric acid and precipitating crystals were collected by filtration, washed with acetone and dried to give 2-hydroxyimino-2-(2-amino-1,3-thiazol-4-yl)acetic acid (a mixture of syn and anti isomers) (0.52 g), mp 184... The reactants are BrC1=CC(=C(C=C1)Cl)CC1=CC=C(C=C1)COC=C (4-bromo-1-chloro-2-(4-(vinyloxymethyl)benzyl)benzene), [Zn](CC)CC (Et2Zn), ICI (diiodomethane). Solvent: C(C)OCC (ethyl ether). Reaction conditions: time 8 hour. The product is BrC1=CC(=C(C=C1)Cl)CC1=CC=C(C=C1)COC1CC1 (4-bromo-1-chloro-2-(4-(cyclopropoxymethyl)benzyl)benzene). Reaction SMILES: [Br:1][C:2]1[CH:7]=[CH:6][C:5]([Cl:8])=[C:4]([CH2:9][C:10]2[CH:15]=[CH:14][C:13]([CH2:16][O:17][CH:18]=[CH2:19])=[CH:12][CH:11]=2)[CH:3]=1.[Zn](CC)[CH2:21]C.ICI>C(OCC)C>[Br:1][C:2]1[CH:7]=[CH:6][C:5]([Cl:8])=[C:4]([CH2:9][C:10]2[CH:15]=[CH:14][C:13]([CH2:16][O:17][CH:18]3[CH2:21][CH2:19]3)=[CH:12][CH:11]=2)[CH:3]=1. Procedure details: To a stirred mixture of 4-bromo-1-chloro-2-(4-(vinyloxymethyl)benzyl)benzene (0.7 g, 2.07 mmol) and Et2Zn (5.18 mL, 5.18 mmol, 1.0 M in hexane) in dry ethyl ether (10 mL) was added diiodomethane (0.42 mL, 5.18 mmol) dropwise during 20 min at room temperature under argon. After stirring overnight, the reaction mixture was poured slowly into ice cold dilute hydrochloride solution with stirring. The mixture was extracted with ethyl acetate (3×20 mL). The combined organic layers were washed with wat... Reactants: [N+](=O)([O-])C=1C=C(CN)C=CC1 (3-nitrobenzylamine), ClC=1N=C(C2=C(N1)SC(=C2)[N+](=O)[O-])Cl (2,4-dichloro-6-nitro-thieno-[2,3-d]-pyrimidine). The product is ClC=1N=C(C2=C(N1)SC(=C2)[N+](=O)[O-])NCC2=CC(=CC=C2)[N+](=O)[O-] (2-chloro-6-nitro-4-(3-nitrobenzylamino)-thieno-[2,3-d]-pyrimidine). As a reaction SMILES: [N+:1]([C:4]1[CH:5]=[C:6]([CH:9]=[CH:10][CH:11]=1)[CH2:7][NH2:8])([O-:3])=[O:2].[Cl:12][C:13]1[N:14]=[C:15](Cl)[C:16]2[CH:21]=[C:20]([N+:22]([O-:24])=[O:23])[S:19][C:17]=2[N:18]=1>>[Cl:12][C:13]1[N:14]=[C:15]([NH:8][CH2:7][C:6]2[CH:9]=[CH:10][CH:11]=[C:4]([N+:1]([O-:3])=[O:2])[CH:5]=2)[C:16]2[CH:21]=[C:20]([N+:22]([O-:24])=[O:23])[S:19][C:17]=2[N:18]=1. Reported procedure: Following the procedure of Example 1, the reaction of 3-nitrobenzylamine with 2,4-dichloro-6-nitro-thieno-[2,3-d]-pyrimidine yields 2-chloro-6-nitro-4-(3-nitrobenzylamino)-thieno-[2,3-d]-pyrimidine. The reactants are Cl (HCl), CN1C(C(=C(C=C1)OCC1=CC=CC=C1)[N+](=O)[O-])=O (1-methyl-3-nitro-4-phenylmethoxypyridin-2-one), CCO (EtOH), CN(C)C=O (DMF). The reagents and catalysts are [Pd] (Pd—C). The solvent is CO (MeOH). The product is Cl.NC=1C(N(C=CC1O)C)=O (3-amino-4-hydroxy-1-methylpyridin-2-one hydrochloride). Yield: 95.0%. Reaction SMILES: [CH3:1][N:2]1[CH:7]=[CH:6][C:5]([O:8]CC2C=CC=CC=2)=[C:4]([N+:16]([O-])=O)[C:3]1=[O:19].CCO.CN(C=O)C.[ClH:28]>CO.[Pd]>[ClH:28].[NH2:16][C:4]1[C:3](=[O:19])[N:2]([CH3:1])[CH:7]=[CH:6][C:5]=1[OH:8] |f:6.7|. Procedure: To the title compound of step 2 (2.00 g, 7.69 mmol, 1.00 Eq) in MeOH (50 mL)/EtOH (50 mL)/DMF (10 mL) was added Pd—C (10%, 0.2 g) under N2. The suspension was purged with H2 three times and hydrogenated under a balloon for 5 h. The catalyst was removed by filtration, and anhydrous HCl in methanol (10 mL, 1.25 M) was added. Concentration left a residue which was treated a second time with HCl in methanol. Evaporation of the volatile components and trituration with DCM (30 mL)/hexane (30 mL) gave ...